This data is from the Open Reaction Database (ORD), a public repository of structured organic reaction records. The task is: describe an organic reaction: reactants, conditions, products, and yield The reactants are CCOC(=O)CC(=O)OCC, O=[N+]([O-])C=Cc1ccccc1. Product: CCOC(=O)C(C(=O)OCC)C(C[N+](=O)[O-])c1ccccc1. Reaction SMILES: [C:12]([CH2:13][C:14](=[O:15])[O:16][CH2:17][CH3:18])(=[O:19])[O:20][CH2:21][CH3:22].[N+:1](=[O:2])([O-:3])[CH:4]=[CH:5][c:6]1[cH:7][cH:8][cH:9][cH:10][cH:11]1>>[N+:1](=[O:2])([O-:3])[CH2:4][CH:5]([c:6]1[cH:7][cH:8][cH:9][cH:10][cH:11]1)[CH:13]([C:12](=[O:19])[O:20][CH2:21][CH3:22])[C:14](=[O:15])[O:16][CH2:17][CH3:18]. Starting materials: FC=1C=C(C=CC1)C1=NC2=NC=CN=C2C(N1)=O (2-(3-fluorophenyl)pteridin-4-one), NC1=CC=NC=C1 (4-aminopyridine), C(CCC)N(C1=NC(=NC2=NC=CN=C12)C1=C(C=CC(=C1)Br)F)C1=CC=NC=C1 (4-[(butyl)(4-pyridyl)amino]-2-(5-bromo-2-fluorophenyl)pteridine). Product: FC=1C=C(C=CC1)C1=NC2=NC=CN=C2C(=N1)NC1=CC=NC=C1 (2-(3-fluorophenyl)-4-(4-pyridylamino)pteridine). As a reaction SMILES: [F:1][C:2]1[CH:3]=[C:4]([C:8]2[NH:17][C:16](=O)[C:15]3[C:10](=[N:11][CH:12]=[CH:13][N:14]=3)[N:9]=2)[CH:5]=[CH:6][CH:7]=1.[NH2:19][C:20]1[CH:25]=[CH:24][N:23]=[CH:22][CH:21]=1.C(N(C1C=CN=CC=1)C1C2C(=NC=CN=2)N=C(C2C=C(Br)C=CC=2F)N=1)CCC>>[F:1][C:2]1[CH:3]=[C:4]([C:8]2[N:17]=[C:16]([NH:19][C:20]3[CH:25]=[CH:24][N:23]=[CH:22][CH:21]=3)[C:15]3[C:10](=[N:11][CH:12]=[CH:13][N:14]=3)[N:9]=2)[CH:5]=[CH:6][CH:7]=1. Procedure details: The title product was synthesized by reaction of the 2-(3-fluorophenyl)pteridin-4-one with 4-aminopyridine following the procedure described for 4-[(butyl)(4-pyridyl)-amino]-2-(5-bromo-2-fluorophenyl)pteridine 3. The reactants are step-iii, FC=1C=C(CN2N=CC(=C2)C2=CN(C3=NC=C(C=C32)C=3C=CC(=C(C3)NS(=O)(=O)C)OC)S(=O)(=O)C3=CC=C(C)C=C3)C=C(C1)F (N-(5-(3-(1-(3,5-difluorobenzyl)-1H-pyrazol-4-yl)-1-tosyl-1H-pyrrolo[2,3-b]pyridin-5-yl)-2-methoxyphenyl)methane sulfonamide), [OH-].[Li+] (lithium hydroxide). Run in C1CCOC1.CO.O (THF methanol water). Yields the product FC=1C=C(CN2N=CC(=C2)C2=CNC3=NC=C(C=C32)C=3C=CC(=C(C3)NS(=O)(=O)C)OC)C=C(C1)F (N-(5-(3-(1-(3,5-difluorobenzyl)-1H-pyrazol-4-yl)-1H-pyrrolo[2,3-b]pyridin-5-yl)-2-methoxyphenyl)methanesulfonamide). Isolated yield 16.1%. As a reaction SMILES: [F:1][C:2]1[CH:3]=[C:4]([CH:43]=[C:44]([F:46])[CH:45]=1)[CH2:5][N:6]1[CH:10]=[C:9]([C:11]2[C:19]3[C:14](=[N:15][CH:16]=[C:17]([C:20]4[CH:21]=[CH:22][C:23]([O:31][CH3:32])=[C:24]([NH:26][S:27]([CH3:30])(=[O:29])=[O:28])[CH:25]=4)[CH:18]=3)[N:13](S(C3C=CC(C)=CC=3)(=O)=O)[CH:12]=2)[CH:8]=[N:7]1.[OH-].[Li+]>C1COCC1.CO.O>[F:46][C:44]1[CH:43]=[C:4]([CH:3]=[C:2]([F:1])[CH:45]=1)[CH2:5][N:6]1[CH:10]=[C:9]([C:11]2[C:19]3[C:14](=[N:15][CH:16]=[C:17]([C:20]4[CH:21]=[CH:22][C:23]([O:31][CH3:32])=[C:24]([NH:26][S:27]([CH3:30])(=[O:28])=[O:29])[CH:25]=4)[CH:18]=3)[NH:13][CH:12]=2)[CH:8]=[N:7]1 |f:1.2,3.4.5|. Procedure details: Using similar reaction conditions as described in step-iii of example-1, N-(5-(3-(1-(3,5-difluorobenzyl)-1H-pyrazol-4-yl)-1-tosyl-1H-pyrrolo[2,3-b]pyridin-5-yl)-2-methoxyphenyl)methane sulfonamide (105 mg, 0.1582 mmol) was hydrolyzed by lithium hydroxide (34 mg, 0.791 mmol) in THF/methanol/water (15/7.5/4 ml) to yield 13 mg of the titled compound. 1H NMR (CD3OD, 300 MHz): δ 8.556-8.551 (d, 2H), 8.51-8.50 (d, 1H), 8.28 (s, 1H), 7.98 (s, 1H), 7.76-7.75 (m, 2H), 7.64-7.76 (dd, 1H), 7.22-7.20 (d, 1H...